This data is from the Open Reaction Database (ORD), a public repository of structured organic reaction records. The task is: describe an organic reaction: reactants, conditions, products, and yield The reactants are BrC1=CSC2=C1OC(=CC2=O)N2CCOCC2 (3-bromo-5-morpholino-7H-thieno[3,2-b]pyran-7-one), Cl (hydrochloric acid), C(C)(C)N(C(C)C)CC (N,N-diisopropylethylamine), C(=C)OCCCC (butyl vinyl ether). Reagents/catalysts: C1=CC=C(C=C1)[PH+](C2=CC=CC=C2)[C]3[CH][CH][CH][CH]3.C1=CC=C(C=C1)[PH+](C2=CC=CC=C2)[C]3[CH][CH][CH][CH]3.C(Cl)Cl.Cl[Pd]Cl.[Fe] (dichloro[1,1′-bis(diphenylphosphino)ferrocene]palladium(II) dichloromethane adduct). Run in CN(C=O)C (dimethylformamide). Reaction conditions: temperature 180 celsius. Yields the product C(C)(=O)C1=CSC2=C1OC(=CC2=O)N2CCOCC2 (3-acetyl-5-morpholino-7H-thieno[3,2-b]pyran-7-one). As a reaction SMILES: Br[C:2]1[C:6]2[O:7][C:8]([N:12]3[CH2:17][CH2:16][O:15][CH2:14][CH2:13]3)=[CH:9][C:10](=[O:11])[C:5]=2[S:4][CH:3]=1.C(N(CC)C(C)C)(C)C.[CH:27]([O:29]CCCC)=[CH2:28].Cl>C1C=CC([PH+]([C]2[CH][CH][CH][CH]2)C2C=CC=CC=2)=CC=1.C1C=CC([PH+]([C]2[CH][CH][CH][CH]2)C2C=CC=CC=2)=CC=1.C(Cl)Cl.Cl[Pd]Cl.[Fe].CN(C)C=O>[C:27]([C:2]1[C:6]2[O:7][C:8]([N:12]3[CH2:17][CH2:16][O:15][CH2:14][CH2:13]3)=[CH:9][C:10](=[O:11])[C:5]=2[S:4][CH:3]=1)(=[O:29])[CH3:28] |f:4.5.6.7.8,^1:39,40,41,42,43,57,58,59,60,61|. Procedure: A 2 mL conical microwave vial was charged with a magnetic stirring bar, 3-bromo-5-morpholino-7H-thieno[3,2-b]pyran-7-one (103) (100 mg, 316 gmol), dimethylformamide (0.5 mL), N,N-diisopropylethylamine (165 μL, 949 μmol), butyl vinyl ether (124 μL, 949 gmol), and dichloro[1,1′-bis(diphenylphosphino)ferrocene]palladium(II) dichloromethane adduct (10 mg, 12.6 μmol). The reaction mixture was sealed, and the reaction mixture was magnetically stirred and heated via microwave irradiation to 180° C. for... Reaction conditions: time 1 hour. Procedure: 3-(1-Propyl-1,4,5,6-tetrahydro-pyridin-3-yl)-cyclohex-2-enone (5.0 g, 22.8 mmol) (from b) above) was dissolved in THF (100 mL). At 0° C., acetic acid (1.38 mL, 22.8 mmol) was added followed by introduction of NaBH3CN (1.9 g, 30.0 mmol) in small portions maintaining the temperature. After the addition was complete the mixture was stirred for 1 h at this temperature and then at rt overnight. Work-up by addition of water (50 mL) and saturated aqueous NaHCO3 (50 mL) followed by extraction with dichl... Run in O (water), C1CCOC1 (THF). Yields the product C(CC)N1CC(CCC1)C1=CC(CCC1)=O (3-(1-Propyl-piperidin-3-yl)-cyclohex-2-enone). As a reaction SMILES: [CH2:1]([N:4]1[CH2:9][CH2:8][CH2:7][C:6]([C:10]2[CH2:15][CH2:14][CH2:13][C:12](=[O:16])[CH:11]=2)=[CH:5]1)[CH2:2][CH3:3].C(O)(=O)C.[BH3-]C#N.[Na+].C([O-])(O)=O.[Na+].Cl.[K+].[Br-]>C1COCC1.O>[CH2:1]([N:4]1[CH2:9][CH2:8][CH2:7][CH:6]([C:10]2[CH2:15][CH2:14][CH2:13][C:12](=[O:16])[CH:11]=2)[CH2:5]1)[CH2:2][CH3:3] |f:2.3,4.5,7.8|. Reactants: C(C)(=O)O (acetic acid), C(=O)(O)[O-].[Na+] (NaHCO3), Cl (hydrochloride), C(CC)N1C=C(CCC1)C1=CC(CCC1)=O (3-(1-Propyl-1,4,5,6-tetrahydro-pyridin-3-yl)-cyclohex-2-enone), [BH3-]C#N.[Na+] (NaBH3CN), [K+].[Br-] (KBr).